Dataset: the Open Reaction Database (ORD), a public repository of structured organic reaction records. Task: describe an organic reaction: reactants, conditions, products, and yield The reactants are BrC1=CC2=C(N=C(S2)[C@@H]2C[C@H](C2)N2[C@@H](CCC2)C)C=C1 (Trans-6-bromo-2-{3-[(2R)-2-methylpyrrolidin-1-yl]cyclobutyl}-1,3-benzothiazole), COC1=CC=C(C=N1)B(O)O (6-methoxypyridine-3-boronic acid), N1=CN=CC(=C1)B(O)O (pyrimidine-5-boronic acid). Product: C(C)(C)N(C)[C@@H]1C[C@H](C1)C=1SC2=C(N1)C=CC(=C2)C=2C=NC(=CC2)OC (Trans-N-isopropyl-N-{3-[6-(6-methoxypyridin-3-yl)-1,3-benzothiazol-2-yl]cyclobutyl}-N-methylamine). Reaction SMILES: Br[C:2]1[CH:20]=[CH:19][C:5]2[N:6]=[C:7]([C@H:9]3[CH2:12][C@H:11]([N:13]4[CH2:17]C[CH2:15][C@H:14]4[CH3:18])[CH2:10]3)[S:8][C:4]=2[CH:3]=1.[CH3:21][O:22][C:23]1[N:28]=[CH:27][C:26](B(O)O)=[CH:25][CH:24]=1.N1C=C(B(O)O)C=NC=1>>[CH:14]([N:13]([C@H:11]1[CH2:10][C@H:9]([C:7]2[S:8][C:4]3[CH:3]=[C:2]([C:26]4[CH:27]=[N:28][C:23]([O:22][CH3:21])=[CH:24][CH:25]=4)[CH:20]=[CH:19][C:5]=3[N:6]=2)[CH2:12]1)[CH3:17])([CH3:18])[CH3:15]. Procedure: The title compound was prepared according to the procedure described in Example 1F, substituting the product of Example 52A for the product of Example 1E and substituting 6-methoxypyridine-3-boronic acid for pyrimidine-5-boronic acid. 1H NMR (300 MHz, CDCl3) δ ppm 8.00 (d, J=8.48 Hz, 1H) 7.87 (d, J=1.70 Hz, 1H) 7.68 (dd, J=9.16, 2.71 Hz, 1H) 7.49 (dd, J=8.48, 1.70 Hz, 1H) 7.39-7.44 (m, 1H) 6.70 (d, J=9.49 Hz, 1H) 3.75-3.88 (m, 1H) 3.65 (s, 3H) 3.56-3.63 (m, 1H) 3.00-3.16 (m, 1H) 2.66-2.80 (m, 2H... Yields the product O[C@H](C(=O)N1CCC(CC1)CNC(=O)C1=CNC2=C1N=CN=C2C2=C(C=CC=1OCOC12)OCC1CC1)C (4-(5-Cyclopropylmethoxy-benzo[1,3]dioxol-4-yl)-5H-pyrrolo[3,2-d]pyrimidine-7-carboxylic acid [1-((S)-2-hydroxy-propanoyl)piperidin-4-ylmethyl]-amide). Reaction SMILES: [NH:1]1[CH2:6][CH2:5][CH:4]([CH2:7][NH:8][C:9]([C:11]2[C:15]3[N:16]=[CH:17][N:18]=[C:19]([C:20]4[C:28]5[O:27][CH2:26][O:25][C:24]=5[CH:23]=[CH:22][C:21]=4[O:29][CH2:30][CH:31]4[CH2:33][CH2:32]4)[C:14]=3[NH:13][CH:12]=2)=[O:10])[CH2:3][CH2:2]1.Cl[C:35]([C@@H:37]([O:39]C(=O)C)[CH3:38])=[O:36]>>[OH:39][C@@H:37]([CH3:38])[C:35]([N:1]1[CH2:2][CH2:3][CH:4]([CH2:7][NH:8][C:9]([C:11]2[C:15]3[N:16]=[CH:17][N:18]=[C:19]([C:20]4[C:28]5[O:27][CH2:26][O:25][C:24]=5[CH:23]=[CH:22][C:21]=4[O:29][CH2:30][CH:31]4[CH2:32][CH2:33]4)[C:14]=3[NH:13][CH:12]=2)=[O:10])[CH2:5][CH2:6]1)=[O:36]. The reactants are N1CCC(CC1)CNC(=O)C1=CNC2=C1N=CN=C2C2=C(C=CC=1OCOC12)OCC1CC1 (4-(5-cyclopropylmethoxy-benzo[1,3]dioxol-4-yl)-5H-pyrrolo[3,2-d]pyrimidine-7-carboxylic acid (piperidin-4-ylmethyl)-amide), ClC(=O)[C@H](C)OC(C)=O (acetic acid (S)-1-chlorocarbonyl-ethyl ester). Reported procedure: Starting from 4-(5-cyclopropylmethoxy-benzo[1,3]dioxol-4-yl)-5H-pyrrolo[3,2-d]pyrimidine-7-carboxylic acid (piperidin-4-ylmethyl)-amide (example A144) and acetic acid (S)-1-chlorocarbonyl-ethyl ester the title compound is obtained as colorless solid. Reactants: BrCCC(=O)NC=1SC(=C(N1)C)C1=NC(=NC=C1)NC1=CC=C(C=C1)Cl (3-bromo-N-{5-[2-(4-chloro-phenylamino)-pyrimidin-4-yl]-4-methyl-thiazol-2-yl}-propionamide), ClCCN1CCOCC1 (4-(2-chloro-ethyl)-morpholine), N1(CCOCC1)CCN (2-morpholin-4-yl-ethylamine), NCCC(=O)NC=1SC(=C(N1)C)C1=NC(=NC=C1)NC1=CC=C(C=C1)Cl (3-amino-N-{5-[2-(4-chloro-phenylamino)-pyrimidin-4-yl]-4-methyl-thiazol-2-yl}-propionamide). Solvent: CC#N (MeCN). Product: ClC1=CC=C(C=C1)NC1=NC=CC(=N1)C1=C(N=C(S1)NC(CCNCCN1CCOCC1)=O)C (N-{5-[2-(4-Chloro-phenylamino)-pyrimidin-4-yl]-4-methyl-thiazol-2-yl}-3-(2-morpholin-4-yl-ethylamino)-propionamide). Reaction SMILES: Br[CH2:2][CH2:3][C:4]([NH:6][C:7]1[S:8][C:9]([C:13]2[CH:18]=[CH:17][N:16]=[C:15]([NH:19][C:20]3[CH:25]=[CH:24][C:23]([Cl:26])=[CH:22][CH:21]=3)[N:14]=2)=[C:10]([CH3:12])[N:11]=1)=[O:5].[N:27]1([CH2:33][CH2:34][NH2:35])[CH2:32][CH2:31][O:30][CH2:29][CH2:28]1.NCCC(NC1SC(C2C=CN=C(NC3C=CC(Cl)=CC=3)N=2)=C(C)N=1)=O.ClCCN1CCOCC1>CC#N>[Cl:26][C:23]1[CH:24]=[CH:25][C:20]([NH:19][C:15]2[N:14]=[C:13]([C:9]3[S:8][C:7]([NH:6][C:4](=[O:5])[CH2:3][CH2:2][NH:35][CH2:34][CH2:33][N:27]4[CH2:32][CH2:31][O:30][CH2:29][CH2:28]4)=[N:11][C:10]=3[CH3:12])[CH:18]=[CH:17][N:16]=2)=[CH:21][CH:22]=1. Procedure: By treatment of 3-bromo-N-{5-[2-(4-chloro-phenylamino)-pyrimidin-4-yl]-4-methyl-thiazol-2-yl}-propionamide with 2-morpholin-4-yl-ethylamine (or 3-amino-N-{5-[2-(4-chloro-phenylamino)-pyrimidin-4-yl]-4-methyl-thiazol-2-yl}-propionamide with 4-(2-chloro-ethyl)-morpholine. Anal. RP-HPLC: tR=11.5 min (10-70% MeCN, purity >97%). 1H-NMR (DMSO-D6) δ: 1.52 (d, 2H, J=7.0 Hz, CH2), 2.48 (m, 2H, CH2), 2.52 (s, 3H, CH3), 3.05-3.11 (m, 4H, CH2), 3.25-3.28 (m, 6H, CH2), 4.08 (m, 2H, CH2), 7.13 (d, 1H, J=5.5 H... The reactants are CNCCN1CCOCC1 (N-methyl-2-morpholinoethylamine), FC(C=1C=C(CNC(=O)C2=CC(=NC=C2)C2=C(C=CC(=C2)N2CCCCC2)NC(=O)C=2C=C(C(=O)O)C=CC2)C=CC1)(F)F (3-((2-(4-((3-(trifluoromethyl)benzyl)carbamoyl)pyridin-2-yl)-4-(piperidin-1-yl)phenyl)carbamoyl)-benzoic acid), C(C)N(C(C1=CC(C(=O)NC2=C(C=C(C=C2)N2CCCCC2)C2=NC=CC(=C2)C(NCC2=CC(=CC=C2)C(F)(F)F)=O)=CC=C1)=O)CCN1CCOCC1 (N1-ethyl-N1-(2-morpholinoethyl)-N3-(4-(piperidin-1-yl)-2-(4-((3-(trifluoromethyl)benzyl)-carbamoyl)pyridin-2-yl)phenyl)isophthalamide). As a reaction SMILES: CNCCN1CCOCC1.FC(F)(F)C1C=C(C=CC=1)CNC(C1C=CN=C(C2C=C(N3CCCCC3)C=CC=2NC(C2C=C(C=CC=2)C(O)=O)=O)C=1)=O.[CH2:55]([N:57]([CH2:101][CH2:102][N:103]1[CH2:108][CH2:107][O:106][CH2:105][CH2:104]1)[C:58](=[O:100])[C:59]1[CH:99]=[CH:98][CH:97]=[C:61]([C:62]([NH:64][C:65]2[CH:70]=[CH:69][C:68]([N:71]3[CH2:76][CH2:75][CH2:74][CH2:73][CH2:72]3)=[CH:67][C:66]=2[C:77]2[CH:82]=[C:81]([C:83](=[O:96])[NH:84][CH2:85][C:86]3[CH:91]=[CH:90][CH:89]=[C:88]([C:92]([F:95])([F:94])[F:93])[CH:87]=3)[CH:80]=[CH:79][N:78]=2)=[O:63])[CH:60]=1)C>>[CH3:55][N:57]([CH2:101][CH2:102][N:103]1[CH2:108][CH2:107][O:106][CH2:105][CH2:104]1)[C:58](=[O:100])[C:59]1[CH:99]=[CH:98][CH:97]=[C:61]([C:62]([NH:64][C:65]2[CH:70]=[CH:69][C:68]([N:71]3[CH2:76][CH2:75][CH2:74][CH2:73][CH2:72]3)=[CH:67][C:66]=2[C:77]2[CH:82]=[C:81]([C:83](=[O:96])[NH:84][CH2:85][C:86]3[CH:91]=[CH:90][CH:89]=[C:88]([C:92]([F:94])([F:95])[F:93])[CH:87]=3)[CH:80]=[CH:79][N:78]=2)=[O:63])[CH:60]=1. Procedure: This compound was prepared by coupling N-methyl-2-morpholinoethylamine to 3-((4-(piperidin-1-yl)-2-(4-((3-(trifluoromethyl)benzyl)carbamoyl)pyridin-2-yl)phenyl)-carbamoyl)benzoic acid 4.1e, using the procedure described for the preparation of N1-ethyl-N1-(2-morpholinoethyl)-N3-(4-(piperidin-1-yl)-2-(4-((3-(trifluoromethyl)benzyl)-carbamoyl)pyridin-2-yl)phenyl)isophthalamide 4.8. MS (ES, m/z): 743 [M+H]+ Yields the product CN(C(C1=CC(C(=O)NC2=C(C=C(C=C2)N2CCCCC2)C2=NC=CC(=C2)C(NCC2=CC(=CC=C2)C(F)(F)F)=O)=CC=C1)=O)CCN1CCOCC1 (N1-Methyl-N1-(2-morpholinoethyl)-N3-(4-(piperidin-1-yl)-2-(4-((3-(trifluoromethyl)benzyl)carbamoyl)pyridin-2-yl)phenyl)isophthalamide). The reactants are O=C([O-])O, CC(=O)CC1C(C(=O)O)C1(C)C, CC(C)ON, Cl, [Na+], O. Product: CC(CC1C(C(=O)O)C1(C)C)=NOC(C)C. As a reaction SMILES: [C:1](=[O:2])([OH:3])[O-:4].[CH3:6][C:7]1([CH3:17])[CH:8]([C:14](=[O:15])[OH:16])[CH:9]1[CH2:10][C:11]([CH3:12])=[O:13].[CH:19]([CH3:20])([CH3:21])[O:22][NH2:23].[ClH:18].[Na+:5].[OH2:24]>>[CH3:6][C:7]1([CH3:17])[CH:8]([C:14](=[O:15])[OH:16])[CH:9]1[CH2:10][C:11]([CH3:12])=[N:23][O:22][CH:19]([CH3:20])[CH3:21].